describe an organic reaction: reactants, conditions, products, and yield From a dataset of the Open Reaction Database (ORD), a public repository of structured organic reaction records. Reactants: ClC1=C2C(C(=O)N(C2=O)C2(CCCCC2)C#N)=CC=C1C (3-chloro-N-(1-cyanocyclohexyl)-4-methylphthalimide), S(O)(O)(=O)=O (sulfuric acid), O (water). The solvent is C(Cl)Cl (methylene chloride). Reaction conditions: time 4 hour. The product is ClC1=C2C(C(=O)N(C2=O)C2(CCCCC2)C(=O)N)=CC=C1C (1-(3-Chloro-4-methyl-phthalimido)-cyclohexanecarboxamide). Isolated yield 62.0%. As a reaction SMILES: [Cl:1][C:2]1[C:20]([CH3:21])=[CH:19][CH:18]=[C:4]2[C:5]([N:7]([C:10]3([C:16]#[N:17])[CH2:15][CH2:14][CH2:13][CH2:12][CH2:11]3)[C:8](=[O:9])[C:3]=12)=[O:6].S(=O)(=O)(O)[OH:23].O>C(Cl)Cl>[Cl:1][C:2]1[C:20]([CH3:21])=[CH:19][CH:18]=[C:4]2[C:5]([N:7]([C:10]3([C:16]([NH2:17])=[O:23])[CH2:11][CH2:12][CH2:13][CH2:14][CH2:15]3)[C:8](=[O:9])[C:3]=12)=[O:6]. Reported procedure: A solution of about 4.35 g (14.4 mmol) of 3-chloro-N-(1-cyanocyclohexyl)-4-methylphthalimide in about 50 ml methylene chloride is added to concentrated sulfuric acid and water at less than 10° C. with rapid stirring. The reaction mixture is stirred very vigorously at ambient temperatures for 4 hours (reaction complete by thin layer chromatography), poured over crushed ice and extracted with about 450 ml methylene chloride. The organic extracts are combined and concentrated in vacuo to give a whi... Starting materials: COC1C(C=CC(=C1OC)O)(C)O (2,3-dimethoxy-1,4-dihydroxy-toluene), four, CC(=CCC/C(=C/CC/C(=C/CC/C(=C/CC/C(=C/CC/C(=C/CC/C(=C/CC/C(=C/CC/C(=C/CO)/C)/C)/C)/C)/C)/C)/C)/C)C (solanesol), CCCCCC (n-hexane). Reagents/catalysts: C(F)(F)(F)S(=O)(=O)[O-].C(F)(F)(F)S(=O)(=O)[O-].C(F)(F)(F)S(=O)(=O)[O-].[Sc+3] (Sc(OTf)3). Run in [N+](=O)([O-])C (nitromethane). Run at temperature 50 celsius. Yields the product COC1=C(C(=C(C(=C1OC)O)C)C\C=C(\CC\C=C(\CC\C=C(\CC\C=C(\CC\C=C(\CC\C=C(\CC\C=C(\CC\C=C(\CCC=C(C)C)/C)/C)/C)/C)/C)/C)/C)/C)O (2,3-dimethoxy-5-methyl-6-((2E,6E,10E,14E,18E,22E,26E,30E)-3,7,11,15,19,23,27,31,35-nonamethyl-hexatriaconta-2,6,10,14,18,22,26,30,34-nonaenyl)-benzene-1,4-diol). Reaction SMILES: [CH3:1][C:2]([CH3:46])=[CH:3][CH2:4][CH2:5]/[C:6](/[CH3:45])=[CH:7]/[CH2:8][CH2:9]/[C:10](/[CH3:44])=[CH:11]/[CH2:12][CH2:13]/[C:14](/[CH3:43])=[CH:15]/[CH2:16][CH2:17]/[C:18](/[CH3:42])=[CH:19]/[CH2:20][CH2:21]/[C:22](/[CH3:41])=[CH:23]/[CH2:24][CH2:25]/[C:26](/[CH3:40])=[CH:27]/[CH2:28][CH2:29]/[C:30](/[CH3:39])=[CH:31]/[CH2:32][CH2:33]/[C:34](/[CH3:38])=[CH:35]/[CH2:36]O.[CH3:47][O:48][CH:49]1[C:54]([O:55][CH3:56])=[C:53]([OH:57])[CH:52]=[CH:51][C:50]1([OH:59])C.[CH3:60]CCCCC>[N+](C)([O-])=O.C(S([O-])(=O)=O)(F)(F)F.C(S([O-])(=O)=O)(F)(F)F.C(S([O-])(=O)=O)(F)(F)F.[Sc+3]>[CH3:56][O:55][C:54]1[C:49]([O:48][CH3:47])=[C:50]([OH:59])[C:51]([CH3:60])=[C:52]([CH2:36]/[CH:35]=[C:34](\[CH3:38])/[CH2:33][CH2:32]/[CH:31]=[C:30](\[CH3:39])/[CH2:29][CH2:28]/[CH:27]=[C:26](\[CH3:40])/[CH2:25][CH2:24]/[CH:23]=[C:22](\[CH3:41])/[CH2:21][CH2:20]/[CH:19]=[C:18](\[CH3:42])/[CH2:17][CH2:16]/[CH:15]=[C:14](\[CH3:43])/[CH2:13][CH2:12]/[CH:11]=[C:10](\[CH3:44])/[CH2:9][CH2:8]/[CH:7]=[C:6](\[CH3:45])/[CH2:5][CH2:4][CH:3]=[C:2]([CH3:46])[CH3:1])[C:53]=1[OH:57] |f:4.5.6.7|. Procedure details: In a 50 ml four necked flask equipped with a stirrer, thermometer, gas inlet, and a reflux condenser, under argon atmosphere 0.654 g (96.52%, 1 mmol) of solanesol (nonaprenol, C45) were dissolved in 15 ml of n-hexane. The solution was mixed with 0.983 g (5.0 mmol) of 2,3-dimethoxy-1,4-dihydroxy-toluene (DMDHT) dissolved in 7.6 ml of nitromethane. The catalyst, Sc(OTf)3 (2.5 mg, 0.005 mmol) was then added. The two-phase mixture was heated up to 50° C. (internal temperature) under stirring (400 rp... The reactants are CC(CCC(=O)O)CCC(=O)O (4-methylpimelic acid), S(O)(O)(=O)=O (sulfuric acid), C(C)O (ethanol). The product is C(C)OC(CCC(CCC(=O)O)C)=O (4-Methylpimelic acid monoethyl ester). RXN SMILES: [CH3:1][CH:2]([CH2:8][CH2:9][C:10]([OH:12])=[O:11])[CH2:3][CH2:4][C:5]([OH:7])=[O:6].S(=O)(=O)(O)O.[CH2:18](O)[CH3:19]>>[CH2:18]([O:11][C:10](=[O:12])[CH2:9][CH2:8][CH:2]([CH3:1])[CH2:3][CH2:4][C:5]([OH:7])=[O:6])[CH3:19]. Procedure: 145 g of crude 4-methylpimelic acid, 68 ml of absolute ethanol and 12 ml of concentrated sulfuric acid were refluxed for 5 hours. The mixture was poured onto ice and extracted several times. The combined ether solutions were extracted with saturated NaHCO3 until the development of CO2 was finished. The aqueous extracts were covered with a layer of ether and adjusted while stirring to pH 2 to 3 with diluted sulfuric acid. The ether layer was separated and the aqueous phase was saturated with (NH4... Run in O (water). The reagents and catalysts are C1(=CC=C(C2=CC=CC=C12)O)O (1,4-naphthalenediol). RXN SMILES: C1(C)C=CC=CC=1.[Cl:8][C:9]1[C:10]([N+:17]([O-])=O)=[CH:11][C:12]([CH3:16])=[C:13]([CH:15]=1)[NH2:14].[OH-].[Na+]>C1(O)C2C(=CC=CC=2)C(O)=CC=1.O>[Cl:8][C:9]1[CH:15]=[C:13]([NH2:14])[C:12]([CH3:16])=[CH:11][C:10]=1[NH2:17] |f:2.3|. The reactants are C1(=CC=CC=C1)C (toluene), ClC=1C(=CC(=C(N)C1)C)[N+](=O)[O-] (5-chloro-2-methyl-p-nitroaniline), [OH-].[Na+] (sodium hydroxide). Yields the product ClC1=C(C=C(C(=C1)N)C)N (2-chloro-5-methyl-p-phenylenediamine). Procedure details: A reaction vessel was charged with 60 g of toluene, 50 g of water, 37.3 g of 5-chloro-2-methyl-p-nitroaniline, 6 g of sodium hydroxide and 0.3 g of 1,4-naphthalenediol, and then the same procedure as in Example 1 was followed, to obtain 29.4 g of 2-chloro-5-methyl-p-phenylenediamine. Isolated yield 93.9%. Reactants: Fc1cc(F)c(COCC2CC(SC(c3ccccc3)(c3ccccc3)c3ccccc3)CN2c2ncc(Br)cn2)cc1F, O=C([O-])[O-], COCCOC, CCO, [Na+], [Na+], OB(O)c1ccccc1, c1ccc(P(c2ccccc2)(c2ccccc2)[Pd](P(c2ccccc2)(c2ccccc2)c2ccccc2)(P(c2ccccc2)(c2ccccc2)c2ccccc2)P(c2ccccc2)(c2ccccc2)c2ccccc2)cc1. The product is Fc1cc(F)c(COCC2CC(SC(c3ccccc3)(c3ccccc3)c3ccccc3)CN2c2ncc(-c3ccccc3)cn2)cc1F. As a reaction SMILES: [Br:1][c:2]1[cH:3][n:4][c:5]([N:8]2[CH:9]([CH2:33][O:34][CH2:35][c:36]3[c:37]([F:44])[cH:38][c:39]([F:43])[c:40]([F:42])[cH:41]3)[CH2:10][CH:11]([S:13][C:14]([c:15]3[cH:16][cH:17][cH:18][cH:19][cH:20]3)([c:21]3[cH:22][cH:23][cH:24][cH:25][cH:26]3)[c:27]3[cH:28][cH:29][cH:30][cH:31][cH:32]3)[CH2:12]2)[n:6][cH:7]1.[C:54](=[O:55])([O-:56])[O-:57].[CH2:60]([CH2:61][O:62][CH3:63])[O:64][CH3:65].[CH3:66][CH2:67][OH:68].[Na+:58].[Na+:59].[OH:45][B:46]([OH:47])[c:48]1[cH:49][cH:50][cH:51][cH:52][cH:53]1.[cH:69]1[cH:70][cH:71][c:72]([P:73]([Pd:74]([P:75]([c:76]2[cH:77][cH:78][cH:79][cH:80][cH:81]2)([c:82]2[cH:83][cH:84][cH:85][cH:86][cH:87]2)[c:88]2[cH:89][cH:90][cH:91][cH:92][cH:93]2)([P:94]([c:95]2[cH:96][cH:97][cH:98][cH:99][cH:100]2)([c:101]2[cH:102][cH:103][cH:104][cH:105][cH:106]2)[c:107]2[cH:108][cH:109][cH:110][cH:111][cH:112]2)[P:113]([c:114]2[cH:115][cH:116][cH:117][cH:118][cH:119]2)([c:120]2[cH:121][cH:122][cH:123][cH:124][cH:125]2)[c:126]2[cH:127][cH:128][cH:129][cH:130][cH:131]2)([c:132]2[cH:133][cH:134][cH:135][cH:136][cH:137]2)[c:138]2[cH:139][cH:140][cH:141][cH:142][cH:143]2)[cH:144][cH:145]1>>[c:2]1(-[c:48]2[cH:49][cH:50][cH:51][cH:52][cH:53]2)[cH:3][n:4][c:5]([N:8]2[CH:9]([CH2:33][O:34][CH2:35][c:36]3[c:37]([F:44])[cH:38][c:39]([F:43])[c:40]([F:42])[cH:41]3)[CH2:10][CH:11]([S:13][C:14]([c:15]3[cH:16][cH:17][cH:18][cH:19][cH:20]3)([c:21]3[cH:22][cH:23][cH:24][cH:25][cH:26]3)[c:27]3[cH:28][cH:29][cH:30][cH:31][cH:32]3)[CH2:12]2)[n:6][cH:7]1. The reactants are O (water), O (water), S(=O)(=O)(O)O.NO (hydroxylamine sulfate), COCCOCCOC (diglyme), ClC=1C=C(C=C(C1)Cl)C(=CC(=O)C1=CC(=C(C(=O)O)C=C1)C)C(F)(F)F (4-(3-(3,5-dichlorophenyl)-4,4,4-trifluoro-2-butenoyl)-2-methylbenzoic acid), C1(=CC=CC=C1)C (toluene), resultant solution. The solvent is [OH-].[Na+] (sodium hydroxide). Conditions: temperature 0 celsius. Product: ClC=1C=C(C=C(C1)Cl)C1(CC(=NO1)C1=CC(=C(C(=O)O)C=C1)C)C(F)(F)F (4-(5-(3,5-dichlorophenyl)-5-trifluoromethyl-4,5-dihydroisoxazol-3-yl)-2-methylbenzoic acid). RXN SMILES: COCCOCCOC.[Cl:10][C:11]1[CH:12]=[C:13]([C:18]([C:32]([F:35])([F:34])[F:33])=[CH:19][C:20]([C:22]2[CH:30]=[CH:29][C:25]([C:26]([OH:28])=[O:27])=[C:24]([CH3:31])[CH:23]=2)=O)[CH:14]=[C:15]([Cl:17])[CH:16]=1.C1(C)C=CC=CC=1.[OH2:43].S(O)(O)(=O)=O.[NH2:49]O>[OH-].[Na+]>[Cl:10][C:11]1[CH:12]=[C:13]([C:18]2([C:32]([F:35])([F:34])[F:33])[O:43][N:49]=[C:20]([C:22]3[CH:30]=[CH:29][C:25]([C:26]([OH:28])=[O:27])=[C:24]([CH3:31])[CH:23]=3)[CH2:19]2)[CH:14]=[C:15]([Cl:17])[CH:16]=1 |f:4.5,6.7|. Procedure: 3.2 g of diglyme was added to a solution in which 1.61 g of 4-(3-(3,5-dichlorophenyl)-4,4,4-trifluoro-2-butenoyl)-2-methylbenzoic acid was dissolved into 8.51 g of toluene, and the mixture was cooled to 0° C. A solution in which 0.64 g of sodium hydroxide was dissolved into 1.6 g of water was added to the mixture, and a solution in which 0.46 g of hydroxylamine sulfate was dissolved into 1.11 g of water was slowly added in dropwise with care not to generate heat. After reacting the mixture for 1...